From a dataset of the Open Reaction Database (ORD), a public repository of structured organic reaction records. describe an organic reaction: reactants, conditions, products, and yield The reactants are C(C)(C)(C)OC(=O)NC1=C(N=C(S1)C1=C(C=CC=C1F)F)C(=O)OC (methyl 5-[(tert-butoxycarbonyl)amino]-2-(2,6-difluorophenyl)-1,3-thiazole-4-carboxylate), O.[OH-].[Li+] (lithium hydroxide monohydrate), Cl (HCl), O (water). The solvent is CO (MeOH). Reaction conditions: temperature 60 celsius. The product is C(C)(C)(C)OC(=O)NC1=C(N=C(S1)C1=C(C=CC=C1F)F)C(=O)O (5-[(tert-Butoxycarbonyl)amino]-2-(2,6-difluorophenyl)-1,3-thiazole-4-carboxylic acid). The yield is 97.8%. RXN SMILES: [C:1]([O:5][C:6]([NH:8][C:9]1[S:13][C:12]([C:14]2[C:19]([F:20])=[CH:18][CH:17]=[CH:16][C:15]=2[F:21])=[N:11][C:10]=1[C:22]([O:24]C)=[O:23])=[O:7])([CH3:4])([CH3:3])[CH3:2].O.[OH-].[Li+].O.Cl>CO>[C:1]([O:5][C:6]([NH:8][C:9]1[S:13][C:12]([C:14]2[C:15]([F:21])=[CH:16][CH:17]=[CH:18][C:19]=2[F:20])=[N:11][C:10]=1[C:22]([OH:24])=[O:23])=[O:7])([CH3:4])([CH3:2])[CH3:3] |f:1.2.3|. Procedure details: To a suspension of methyl 5-[(tert-butoxycarbonyl)amino]-2-(2,6-difluorophenyl)-1,3-thiazole-4-carboxylate (6.99 g, 18.9 mmol) in MeOH (50.0 mL), lithium hydroxide monohydrate (5.24 g, 125 mmol) was added, followed by water (50.0 mL). The mixture was heated at 60° C. for 5 h. The reaction mixture was then cooled to 0° C., and 6 M HCl was added slowly until the pH reached 2. The resulting solid was collected by filtration and the filter cake was washed with water (50 mL) and MeOH/water (1:1, 50 m... The reactants are O=C(Cl)C1CC1, O, c1ccncc1, O=C(c1ccc(-c2cc[nH]n2)cc1)N1Cc2cccn2Cc2ccccc21. Product: O=C(c1ccc(-c2ccn(C(=O)C3CC3)n2)cc1)N1Cc2cccn2Cc2ccccc21. As a reaction SMILES: [CH:28]1([C:31](=[O:32])[Cl:33])[CH2:29][CH2:30]1.[OH2:34].[cH:35]1[cH:36][cH:37][n:38][cH:39][cH:40]1.[nH:1]1[n:2][c:3](-[c:6]2[cH:7][cH:8][c:9]([C:12](=[O:13])[N:14]3[CH2:15][c:16]4[n:17]([cH:25][cH:26][cH:27]4)[CH2:18][c:19]4[c:20]3[cH:21][cH:22][cH:23][cH:24]4)[cH:10][cH:11]2)[cH:4][cH:5]1>>[n:1]1([C:31]([CH:28]2[CH2:29][CH2:30]2)=[O:32])[n:2][c:3](-[c:6]2[cH:7][cH:8][c:9]([C:12](=[O:13])[N:14]3[CH2:15][c:16]4[n:17]([cH:25][cH:26][cH:27]4)[CH2:18][c:19]4[c:20]3[cH:21][cH:22][cH:23][cH:24]4)[cH:10][cH:11]2)[cH:4][cH:5]1. The reactants are ClC1=C(C(=NC2=CC=C(C=C12)F)C=1C=NC=C(C1)F)C (4-chloro-6-fluoro-2-(5-fluoropyridin-3-yl)-3-methylquinoline), O1CCN(CC1)C1=C(N)C=C(C=C1)N1CCOCC1 (2,5-dimorpholinoaniline), solution, Cl (HCl), O1CCOCC1 (dioxane). Run in CO (MeOH). The product is N1(CCOCC1)C1=C(C=C(C=C1)N1CCOCC1)NC1=C(C(=NC2=CC=C(C=C12)F)C=1C=NC=C(C1)F)C (N-(2,5-Di-4-morpholinylphenyl)-6-fluoro-2-(5-fluoro-3-pyridinyl)-3-methyl-4-quinolinamine). RXN SMILES: Cl[C:2]1[C:11]2[C:6](=[CH:7][CH:8]=[C:9]([F:12])[CH:10]=2)[N:5]=[C:4]([C:13]2[CH:14]=[N:15][CH:16]=[C:17]([F:19])[CH:18]=2)[C:3]=1[CH3:20].[O:21]1[CH2:26][CH2:25][N:24]([C:27]2[CH:33]=[CH:32][C:31]([N:34]3[CH2:39][CH2:38][O:37][CH2:36][CH2:35]3)=[CH:30][C:28]=2[NH2:29])[CH2:23][CH2:22]1.Cl.O1CCOCC1>CO>[N:24]1([C:27]2[CH:33]=[CH:32][C:31]([N:34]3[CH2:35][CH2:36][O:37][CH2:38][CH2:39]3)=[CH:30][C:28]=2[NH:29][C:2]2[C:11]3[C:6](=[CH:7][CH:8]=[C:9]([F:12])[CH:10]=3)[N:5]=[C:4]([C:13]3[CH:14]=[N:15][CH:16]=[C:17]([F:19])[CH:18]=3)[C:3]=2[CH3:20])[CH2:25][CH2:26][O:21][CH2:22][CH2:23]1. Procedure details: Prepared according to general Procedure K using 4-chloro-6-fluoro-2-(5-fluoropyridin-3-yl)-3-methylquinoline (110 mg, 0.38 mmol), 2,5-dimorpholinoaniline (120 mg, 0.38 mmol) and a 4.0M solution of HCl in dioxane (0.09 mL, 0.38 mmol) in MeOH (1.0 mL) and heating in the microwave for 2 h at 150° C. After purification N-(2,5-di-4-morpholinylphenyl)-6-fluoro-2-(5-fluoro-3-pyridinyl)-3-methyl-4-quinolinamine was obtained. 1H NMR (500 MHz, chloroform-d) δ ppm 8.70 (1H, t, J=1.7 Hz), 8.60 (1H, d, J=2.7... Starting materials: C(C1=CC=CC=C1)OCCl (Chloromethyl benzyl ether), N1C=NC=C1 (imidazole), [O-]CC.[Na+] (sodium ethoxide). Product: C1(=CC=CC=C1)CCON1C=NC=C1 (1-(3-Phenyl-1-oxapropyl)imidazole). Reaction SMILES: [CH2:1](OCCl)[C:2]1[CH:7]=[CH:6][CH:5]=[CH:4][CH:3]=1.[NH:11]1[CH:15]=[CH:14][N:13]=[CH:12]1.[O-:16][CH2:17]C.[Na+]>>[C:2]1([CH2:1][CH2:17][O:16][N:11]2[CH:15]=[CH:14][N:13]=[CH:12]2)[CH:3]=[CH:4][CH:5]=[CH:6][CH:7]=1 |f:2.3|. Procedure details: Chloromethyl benzyl ether (32.3 g, 0.2 mol) was added dropwise to a stirred, boiling solution of imidazole (13.6 g, 0.2 ml) and ethanolic sodium ethoxide (prepared from sodium (4.6 g, 0.2 mol) in dry ethanol (150 ml)). Following the addition, the reaction mixture was stirred and heated under reflux for 8 h. Starting materials: C(C)(C)C1=CC(=C(C=C1)C(CC(CO)(C(F)(F)F)O)=CC)OC (4-(4-isopropyl-2-methoxyphenyl)-2-hydroxy-2-(trifluoromethyl)-hex-4-en-1-ol), C(C)(C)C1=CC(=C(C=C1)C(C(C(CO)(C(F)(F)F)O)C)=C)OC (4-(4-isopropyl-2-methoxyphenyl)-2-hydroxy-3-methyl-2-(trifluoromethyl)pent-4-en-1-ol). The reagents and catalysts are [Pd].[C] (Pd carbon). The solvent is C(C)O (ethanol). The product is C(C)(C)C1=CC(=C(C=C1)C(CC(CO)(C(F)(F)F)O)CC)OC (4-(4-Isopropyl-2-methoxyphenyl)-2-hydroxy-2-(trifluoromethyl)hexan-1-ol). RXN SMILES: [CH:1]([C:4]1[CH:9]=[CH:8][C:7]([C:10](=[CH:20][CH3:21])[CH2:11][C:12]([OH:19])([C:15]([F:18])([F:17])[F:16])[CH2:13][OH:14])=[C:6]([O:22][CH3:23])[CH:5]=1)([CH3:3])[CH3:2].C(C1C=CC(C(=C)C(C)C(O)(C(F)(F)F)CO)=C(OC)C=1)(C)C>C(O)C.[Pd].[C]>[CH:1]([C:4]1[CH:9]=[CH:8][C:7]([CH:10]([CH2:20][CH3:21])[CH2:11][C:12]([OH:19])([C:15]([F:17])([F:16])[F:18])[CH2:13][OH:14])=[C:6]([O:22][CH3:23])[CH:5]=1)([CH3:2])[CH3:3] |f:3.4|. Reported procedure: The mixture of 4-(4-isopropyl-2-methoxyphenyl)-2-hydroxy-2-(trifluoromethyl)-hex-4-en-1-ol and 4-(4-isopropyl-2-methoxyphenyl)-2-hydroxy-3-methyl-2-(trifluoromethyl)pent-4-en-1-ol (4.6 g, 13.84 mmol) is dissolved in ethanol (100 ml). Following addition of 10% Pd/carbon (0.7 g) hydrogen is introduced into the reaction mixture for four hours via a balloon. The catalyst is filtered off with suction (glass fibre filter) and the precipitate is washed with ethanol. Following removal of the solvent on ... The reactants are c1ccc(CN2CCNCC2)cc1, CCCC[N+](CCCC)(CCCC)CCCC, CS(C)=O, CCOC(=O)c1cc(Cl)ccc1[N+](=O)[O-], [I-], [K+], [K+], O=C([O-])[O-]. Yields the product CCOC(=O)c1cc(N2CCNCC2)ccc1[N+](=O)[O-]. As a reaction SMILES: [CH2:16]([c:17]1[cH:18][cH:19][cH:20][cH:21][cH:22]1)[N:23]1[CH2:24][CH2:25][NH:26][CH2:27][CH2:28]1.[CH2:36]([N+:37]([CH2:38][CH2:39][CH2:40][CH3:41])([CH2:42][CH2:43][CH2:44][CH3:45])[CH2:46][CH2:47][CH2:48][CH3:49])[CH2:50][CH2:51][CH3:52].[CH3:53][S:54]([CH3:55])=[O:56].[Cl:1][c:2]1[cH:3][cH:4][c:5]([N+:13](=[O:14])[O-:15])[c:6]([C:7](=[O:8])[O:9][CH2:10][CH3:11])[cH:12]1.[I-:35].[K+:29].[K+:30].[O-:31][C:32]([O-:33])=[O:34]>>[c:2]1([N:23]2[CH2:24][CH2:25][NH:26][CH2:27][CH2:28]2)[cH:3][cH:4][c:5]([N+:13](=[O:14])[O-:15])[c:6]([C:7](=[O:8])[O:9][CH2:10][CH3:11])[cH:12]1. Reactants: NC1=C(C=C(C=C1Cl)C(C)=O)Cl (1-(4-Amino-3,5-dichlorophenyl)ethanone), C1(=CC=C(C=C1)S(=O)(=O)O)C.[NH+]1=CC=CC=C1 (pyridinium p-toluene sulfonic acid), C(CO)O (ethylene glycol). Run in C1=CC=CC=C1 (benzene). The product is ClC1=C(N)C(=CC(=C1)C1(OCCO1)C)Cl (2,6-Dichloro-4-(2-methyl-1,3-dioxolan-2-yl)aniline). RXN SMILES: [NH2:1][C:2]1[C:7]([Cl:8])=[CH:6][C:5]([C:9](=[O:11])[CH3:10])=[CH:4][C:3]=1[Cl:12].C1(C)C=CC(S(O)(=O)=O)=CC=1.[NH+]1C=CC=CC=1.[CH2:30](O)[CH2:31][OH:32]>C1C=CC=CC=1>[Cl:12][C:3]1[CH:4]=[C:5]([C:9]2([CH3:10])[O:32][CH2:31][CH2:30][O:11]2)[CH:6]=[C:7]([Cl:8])[C:2]=1[NH2:1] |f:1.2|. Reported procedure: 1-(4-Amino-3,5-dichlorophenyl)ethanone (15 g, 73.5 mmol), pyridinium p-toluene sulfonic acid (5.5 g, 22 mmol), and ethylene glycol (6.2 mL, 110 mmol) were heated together in benzene (250 mL) with a Dean Stark trap at 100° C. overnight. The benzene was distilled off until ˜75 mL remained and the reaction mixture was extracted with EtOAc and saturated NaHCO3. The organic layer was separated, dried with MgSO4, filtered, and concentrated under rotary evaporation to afford a oily residue. The crude m...